From a dataset of the Open Reaction Database (ORD), a public repository of structured organic reaction records. describe an organic reaction: reactants, conditions, products, and yield Starting materials: BrC=1C=C2C(=C(C=NC2=CC1)C(CC)=O)NC=1C=CC(=NC1)N1CC(CCC1)NC(OC(C)(C)C)=O (tert-butyl 1-(5-(6-bromo-3-propionylquinolin-4-ylamino)pyridin-2-yl)piperidin-3-ylcarbamate), ClC1=C(C(=CC(=C1)B1OC(C(O1)(C)C)(C)C)F)O (2-chloro-6-fluoro-4-(4,4,5,5-tetramethyl-1,3,2-dioxaborolan-2-yl)phenol). The product is ClC=1C=C(C=C(C1O)F)C=1C=C2C(=C(C=NC2=CC1)C(CC)=O)NC=1C=CC(=NC1)N1CC(CCC1)NC(OC(C)(C)C)=O (tert-butyl 1-(5-(6-(3-chloro-5-fluoro-4-hydroxyphenyl)-3-propionylquinolin-4-ylamino)pyridin-2-yl)piperidin-3-ylcarbamate). Yield: 56.7%. Reaction SMILES: Br[C:2]1[CH:3]=[C:4]2[C:9](=[CH:10][CH:11]=1)[N:8]=[CH:7][C:6]([C:12](=[O:15])[CH2:13][CH3:14])=[C:5]2[NH:16][C:17]1[CH:18]=[CH:19][C:20]([N:23]2[CH2:28][CH2:27][CH2:26][CH:25]([NH:29][C:30](=[O:36])[O:31][C:32]([CH3:35])([CH3:34])[CH3:33])[CH2:24]2)=[N:21][CH:22]=1.[Cl:37][C:38]1[CH:43]=[C:42](B2OC(C)(C)C(C)(C)O2)[CH:41]=[C:40]([F:53])[C:39]=1[OH:54]>>[Cl:37][C:38]1[CH:43]=[C:42]([C:2]2[CH:3]=[C:4]3[C:9](=[CH:10][CH:11]=2)[N:8]=[CH:7][C:6]([C:12](=[O:15])[CH2:13][CH3:14])=[C:5]3[NH:16][C:17]2[CH:18]=[CH:19][C:20]([N:23]3[CH2:28][CH2:27][CH2:26][CH:25]([NH:29][C:30](=[O:36])[O:31][C:32]([CH3:35])([CH3:34])[CH3:33])[CH2:24]3)=[N:21][CH:22]=2)[CH:41]=[C:40]([F:53])[C:39]=1[OH:54]. Procedure: Following general procedure D, tert-butyl 1-(5-(6-bromo-3-propionylquinolin-4-ylamino)pyridin-2-yl)piperidin-3-ylcarbamate (46 mg, 0.091 mmol) was reacted with 2-chloro-6-fluoro-4-(4,4,5,5-tetramethyl-1,3,2-dioxaborolan-2-yl)phenol (37 mg, 0.137 mmol) to afford the desired product (32 mg, 60%) as an yellow solid: ESI MS m/z 619, [C33H35ClFN5O4+H]+ The reactants are C([O-])(O)=O.[K+] (potassium bicarbonate), C(C)OC(CCNC1C(CCC1)(C)C)=O ((rac)-3-(2,2-dimethyl-cyclopentylamino)-propanoic acid ethyl ester), ClC1=NC=C(C(=N1)Cl)[N+](=O)[O-] (2,4-dichloro-5-nitro-pyrimidine). The solvent is O (water), C(C)OCC (ethyl ether). Conditions: time 3 hour. Yields the product C(C)OC(CCN(C1C(CCC1)(C)C)C1=NC(=NC=C1[N+](=O)[O-])Cl)=O ((rac)-3-[(2-chloro-5-nitro-pyrimidin-4-yl)-(2,2-dimethyl-cyclopentyl)-amino]-propanoic acid ethyl ester). The yield is 89.0%. Reaction SMILES: [CH2:1]([O:3][C:4](=[O:15])[CH2:5][CH2:6][NH:7][CH:8]1[CH2:12][CH2:11][CH2:10][C:9]1([CH3:14])[CH3:13])[CH3:2].[Cl:16][C:17]1[N:22]=[C:21](Cl)[C:20]([N+:24]([O-:26])=[O:25])=[CH:19][N:18]=1.C(=O)(O)[O-].[K+]>O.C(OCC)C>[CH2:1]([O:3][C:4](=[O:15])[CH2:5][CH2:6][N:7]([C:19]1[C:20]([N+:24]([O-:26])=[O:25])=[CH:21][N:22]=[C:17]([Cl:16])[N:18]=1)[CH:8]1[CH2:12][CH2:11][CH2:10][C:9]1([CH3:14])[CH3:13])[CH3:2] |f:2.3|. Procedure details: A solution of 2.2 g (0.011 mole) of (rac)-3-(2,2-dimethyl-cyclopentylamino)-propanoic acid ethyl ester in 30 mL of water was added dropwise to a solution of 1.94 g (0.01 mole) of 2,4-dichloro-5-nitro-pyrimidine in 30 mL of ethyl ether. At 0 degrees, 2.0 g (0.010 mole) of potassium bicarbonate was added. The mixture was stirred at ambient temperature for 3 hours. The layers were then separated, and the aqueous layer extracted twice with 30 mL of ether. The combined organic layers were dried over ... Starting materials: COCCBr, [H-], [Na+], CN(C)C=O, COC(=O)c1nc2ccccn2c1CO. Product: COCCOCc1c(C(=O)OC)nc2ccccn12. Reaction SMILES: [CH3:18][O:19][CH2:20][CH2:21][Br:22].[H-:16].[Na+:17].[O:23]=[CH:24][N:25]([CH3:26])[CH3:27].[OH:1][CH2:2][c:3]1[c:4]([C:12](=[O:13])[O:14][CH3:15])[n:5][c:6]2[n:7]1[cH:8][cH:9][cH:10][cH:11]2>>[O:1]([CH2:2][c:3]1[c:4]([C:12](=[O:13])[O:14][CH3:15])[n:5][c:6]2[n:7]1[cH:8][cH:9][cH:10][cH:11]2)[CH2:21][CH2:20][O:19][CH3:18]. Yields the product O=c1[nH]ccc2cc(OCCCCl)ccc12. Reaction SMILES: [Br:13][CH2:14][CH2:15][CH2:16][Cl:17].[OH:1][c:2]1[cH:3][c:4]2[cH:5][cH:6][nH:7][c:8](=[O:12])[c:9]2[cH:10][cH:11]1>>[O:1]([c:2]1[cH:3][c:4]2[cH:5][cH:6][nH:7][c:8](=[O:12])[c:9]2[cH:10][cH:11]1)[CH2:14][CH2:15][CH2:16][Cl:17]. The reactants are ClCCCBr, O=c1[nH]ccc2cc(O)ccc12. The reactants are Br, CC(=O)O, O=C([O-])[O-], CC(C)n1nc(-c2nc(C#N)c(N)nc2-c2ccccc2)ccc1=O, [Na+], [Na+]. Product: CC(C)n1nc(-c2nc(C(N)=O)c(N)nc2-c2ccccc2)ccc1=O. As a reaction SMILES: [BrH:36].[C:26]([OH:27])(=[O:28])[CH3:29].[C:30](=[O:31])([O-:32])[O-:33].[NH2:1][c:2]1[c:3]([C:24]#[N:25])[n:4][c:5](-[c:14]2[n:15][n:16]([CH:21]([CH3:22])[CH3:23])[c:17](=[O:20])[cH:18][cH:19]2)[c:6](-[c:8]2[cH:9][cH:10][cH:11][cH:12][cH:13]2)[n:7]1.[Na+:34].[Na+:35]>>[NH2:1][c:2]1[c:3]([C:24]([NH2:25])=[O:28])[n:4][c:5](-[c:14]2[n:15][n:16]([CH:21]([CH3:22])[CH3:23])[c:17](=[O:20])[cH:18][cH:19]2)[c:6](-[c:8]2[cH:9][cH:10][cH:11][cH:12][cH:13]2)[n:7]1.